Dataset: the Open Reaction Database (ORD), a public repository of structured organic reaction records. Task: describe an organic reaction: reactants, conditions, products, and yield The reactants are FC1=CC=C(C=C1)C1=CC(OC2=CC(=CC=C12)SC=1SC(=CN1)C(CC)(C(F)(F)F)O)=O (4-(4-fluorophenyl)-7-({5-[1-hydroxy-1-(trifluoromethyl)propyl]-1,3-thiazol-2-yl}thio)-2H-chromen-2-one). Run in CCO.CCCCCC (EtOH hexane). Yields the product FC(C(CC)(O)C1=CN=C(S1)S)(F)F (1,1,1-trifluoro-2-(2-mercapto-1,3-thiazol-5-yl)butan-2-ol). As a reaction SMILES: FC1C=CC(C2C3C(=CC([S:18][C:19]4[S:20][C:21]([C:24]([OH:31])([C:27]([F:30])([F:29])[F:28])[CH2:25][CH3:26])=[CH:22][N:23]=4)=CC=3)OC(=O)C=2)=CC=1>CCO.CCCCCC>[F:30][C:27]([F:28])([F:29])[C:24]([C:21]1[S:20][C:19]([SH:18])=[N:23][CH:22]=1)([OH:31])[CH2:25][CH3:26] |f:1.2|. Procedure details: A solution of (±)-1,1,1-trifluoro-2-(2-mercapto-1,3-thiazol-5-yl)butan-2-ol (1.2 g) from step 2 of example 1 in EtOH/hexane (20 ml, 1:4) was injected (1×1.2 g) onto a CHIRALPAK AD preparative (5 cm×50 cm) HPLC column (eluting with hexane/EtOH, 4:1; at 75 ml/min with UV detection at 280 nm). The enantiomers were separated with the faster eluting enantiomer having a retention time of ˜19 min (enantiomer #1, (2S)-1,1,1-trifluoro-2-(2-mercapto-1,3-thiazol-5-yl)butan-2-ol) and the slower eluting enan... The reactants are C(C)N(C(=O)C1=C(C=CC=C1)S(=O)C=1[C@@H]([C@H]2N(C1C(=O)OCC1=CC=C(C=C1)[N+](=O)[O-])C([C@@H]2[C@@H](C)O)=O)C)CC (4-nitrobenzyl (1R,5S,6S)-2-(2-diethylcarbamoylphenylsulfinyl)-1-methyl-6-[1(R)-hydroxyethyl]-1-carbapen-2-em-3-carboxylate), S[C@H]1C[C@H](N(C1)C)C(=O)N1C[C@H](CC1)NC(=O)OCC1=CC=C(C=C1)[N+](=O)[O-] ((2S,4S)-4-mercapto-2-[3 (S)-(4-nitrobenzyloxycarbonyl)aminopyrrolidin-1-ylcarbonyl]-1-methylpyrrolidine). The product is [N+](=O)([O-])C1=CC=C(COC(=O)N[C@@H]2CN(CC2)C(=O)[C@@H]2C[C@@H](CN2C)SC=2[C@@H]([C@H]3N(C2C(=O)OCC2=CC=C(C=C2)[N+](=O)[O-])C([C@@H]3[C@@H](C)O)=O)C)C=C1 (4-Nitrobenzyl (1R,5S,6S)-2-{(3S,5S)-5-[3(S)-(4-nitrobenzyloxycarbonyl)aminopyrrolidin-1-ylcarbonyl]-1-methylpyrrolidin-3-ylthio}-6-[1(R)-hydroxyethyl]-1-methyl-1-carbapen-2-em-3-carboxylate). Yield: 60.0%. RXN SMILES: C(N(CC)C(C1C=CC=CC=1S([C:14]1[C@H:15]([CH3:38])[C@@H:16]2[C@@H:33]([C@H:34]([OH:36])[CH3:35])[C:32](=[O:37])[N:17]2[C:18]=1[C:19]([O:21][CH2:22][C:23]1[CH:28]=[CH:27][C:26]([N+:29]([O-:31])=[O:30])=[CH:25][CH:24]=1)=[O:20])=O)=O)C.[SH:41][C@@H:42]1[CH2:46][N:45]([CH3:47])[C@H:44]([C:48]([N:50]2[CH2:54][CH2:53][C@H:52]([NH:55][C:56]([O:58][CH2:59][C:60]3[CH:65]=[CH:64][C:63]([N+:66]([O-:68])=[O:67])=[CH:62][CH:61]=3)=[O:57])[CH2:51]2)=[O:49])[CH2:43]1>>[N+:66]([C:63]1[CH:62]=[CH:61][C:60]([CH2:59][O:58][C:56]([NH:55][C@H:52]2[CH2:53][CH2:54][N:50]([C:48]([C@H:44]3[N:45]([CH3:47])[CH2:46][C@@H:42]([S:41][C:14]4[C@H:15]([CH3:38])[C@@H:16]5[C@@H:33]([C@H:34]([OH:36])[CH3:35])[C:32](=[O:37])[N:17]5[C:18]=4[C:19]([O:21][CH2:22][C:23]4[CH:24]=[CH:25][C:26]([N+:29]([O-:31])=[O:30])=[CH:27][CH:28]=4)=[O:20])[CH2:43]3)=[O:49])[CH2:51]2)=[O:57])=[CH:65][CH:64]=1)([O-:68])=[O:67]. Reported procedure: Following a procedure similar to that described in Example 27(b), but using 4-nitrobenzyl (1R,5S,6S)-2-(2-diethylcarbamoylphenylsulfinyl)-1-methyl-6-[1(R)-hydroxyethyl]-1-carbapen-2-em-3-carboxylate [prepared as described in Example 27(a)] and (2S,4S)-4-mercapto-2-[3 (S)-(4-nitrobenzyloxycarbonyl)aminopyrrolidin-1-ylcarbonyl]-1-methylpyrrolidine as starting materials, in relative proportions similar to those used in that Example, the title compound was obtained as a powder in a yield of 60%. The reactants are CC#N, O=C1CCC(=O)N1Cl, COc1ccc2c(c1)CCN(C(=O)C(F)(F)F)CC2C, O. The product is COc1cc2c(cc1Cl)C(C)CN(C(=O)C(F)(F)F)CC2. RXN SMILES: [CH3:29][C:30]#[N:31].[Cl:21][N:22]1[C:23](=[O:24])[CH2:25][CH2:26][C:27]1=[O:28].[F:1][C:2]([C:3](=[O:4])[N:5]1[CH2:6][CH2:7][c:8]2[c:9]([cH:13][cH:14][c:15]([O:17][CH3:18])[cH:16]2)[CH:10]([CH3:12])[CH2:11]1)([F:19])[F:20].[OH2:32]>>[F:1][C:2]([C:3](=[O:4])[N:5]1[CH2:6][CH2:7][c:8]2[c:9]([cH:13][c:14]([Cl:21])[c:15]([O:17][CH3:18])[cH:16]2)[CH:10]([CH3:12])[CH2:11]1)([F:19])[F:20]. The reactants are [C@@H]([C@H](C(=O)[O-])O)(C(=O)[O-])O.[Na+].[K+] (Rochelle salt), O (water), C(C1=CC=CC=C1)OC1=CC(=C(C=C1)CC(=O)OCC1=CC=CC=C1)Cl (benzyl [4-(benzyloxy)-2-chlorophenyl]acetate), solution, [H-].C(C(C)C)[Al+]CC(C)C (diisobutylaluminum hydride). Solvent: O1CCCC1 (tetrahydrofuran), C1(=CC=CC=C1)C (toluene). Run at time 1 hour. Yields the product C(C1=CC=CC=C1)OC1=CC(=C(C=C1)CCO)Cl (2-[4-(benzyloxy)-2-chlorophenyl]ethanol). The yield is 95.7%. RXN SMILES: [CH2:1]([O:8][C:9]1[CH:14]=[CH:13][C:12]([CH2:15][C:16](OCC2C=CC=CC=2)=[O:17])=[C:11]([Cl:26])[CH:10]=1)[C:2]1[CH:7]=[CH:6][CH:5]=[CH:4][CH:3]=1.[H-].C([Al+]CC(C)C)C(C)C.[C@H](O)(C([O-])=O)[C@@H](O)C([O-])=O.[Na+].[K+].O>O1CCCC1.C1(C)C=CC=CC=1>[CH2:1]([O:8][C:9]1[CH:14]=[CH:13][C:12]([CH2:15][CH2:16][OH:17])=[C:11]([Cl:26])[CH:10]=1)[C:2]1[CH:3]=[CH:4][CH:5]=[CH:6][CH:7]=1 |f:1.2,3.4.5|. Reported procedure: To a solution of benzyl [4-(benzyloxy)-2-chlorophenyl]acetate (4.39 g) in tetrahydrofuran (80.0 mL) was added a 1 M solution of diisobutylaluminum hydride in toluene (37.0 mL) under ice-cooling under an argon atmosphere, followed by stirring for 1 hour under ice-cooling. To the reaction mixture was added a saturated aqueous Rochelle salt solution under ice-cooling. After stirring at room temperature for 2 hours, water was added thereto, followed by extraction with ethyl acetate. The organic laye... The reactants are C(#N)C=1C=CC(=C(C(=O)O)C1)OC1=CC(=CC=C1)F (5-Cyano-2-(3-fluorophenoxy)benzoic acid), Cl.N[C@@H](C)C1=CC=C(C(=O)OC)C=C1 (Methyl 4-[(1S)-1-aminoethyl]benzoate hydrochloride). Yields the product C(#N)C=1C=CC(=C(C(=O)N[C@@H](C)C2=CC=C(C(=O)OC)C=C2)C1)OC1=CC(=CC=C1)F (Methyl 4-((1S)-1-{[5-cyano-2-(3-fluorophenoxy)benzoyl]amino}ethyl)benzoate). RXN SMILES: [C:1]([C:3]1[CH:4]=[CH:5][C:6]([O:12][C:13]2[CH:18]=[CH:17][CH:16]=[C:15]([F:19])[CH:14]=2)=[C:7]([CH:11]=1)[C:8]([OH:10])=O)#[N:2].Cl.[NH2:21][C@H:22]([C:24]1[CH:33]=[CH:32][C:27]([C:28]([O:30][CH3:31])=[O:29])=[CH:26][CH:25]=1)[CH3:23]>>[C:1]([C:3]1[CH:4]=[CH:5][C:6]([O:12][C:13]2[CH:18]=[CH:17][CH:16]=[C:15]([F:19])[CH:14]=2)=[C:7]([CH:11]=1)[C:8]([NH:21][C@H:22]([C:24]1[CH:33]=[CH:32][C:27]([C:28]([O:30][CH3:31])=[O:29])=[CH:26][CH:25]=1)[CH3:23])=[O:10])#[N:2] |f:1.2|. Procedure: The title compound was prepared according to the procedure described in step 3 of Example 1 from 5-cyano-2-(3-fluorophenoxy)benzoic acid (step 1) and methyl 4-[(1S)-1-aminoethyl]benzoate hydrochloride (step 3 of Example 5): 1H-NMR (CDCl3) δ 8.54 (1H, s), 7.97 (2H, d, J=8.4 Hz), 7.77–7.65 (2H, m), 7.47–7.34 (3H, m), 7.04–6.80 (4H, m), 5.35 (1H, m), 3.90 (3H, s), 1.54 (3H, d, J=7.8 Hz). Starting materials: O=C([O-])[O-], CC(C)(C)O, CC(C)c1cc(C(C)C)c(-c2ccccc2P(C2CCCCC2)C2CCCCC2)c(C(C)C)c1, Cc1ccc(S(=O)(=O)n2cc(F)c3c(Cl)ccnc32)cc1, Nc1ccc([N+](=O)[O-])cc1F, [K+], [K+], O=C(C=Cc1ccccc1)C=Cc1ccccc1, O=C(C=Cc1ccccc1)C=Cc1ccccc1, O=C(C=Cc1ccccc1)C=Cc1ccccc1, [Pd], [Pd]. Yields the product Cc1ccc(S(=O)(=O)n2cc(F)c3c(Nc4ccc([N+](=O)[O-])cc4F)ccnc32)cc1. As a reaction SMILES: [C:67](=[O:68])([O-:69])[O-:70].[CH3:73][C:74]([OH:75])([CH3:76])[CH3:77].[CH:33]1([P:34]([CH:35]2[CH2:36][CH2:37][CH2:38][CH2:39][CH2:40]2)[c:41]2[cH:42][cH:43][cH:44][cH:45][c:46]2-[c:47]2[c:48]([CH:49]([CH3:50])[CH3:51])[cH:52][c:53]([CH:54]([CH3:55])[CH3:56])[cH:57][c:58]2[CH:59]([CH3:60])[CH3:61])[CH2:62][CH2:63][CH2:64][CH2:65][CH2:66]1.[Cl:1][c:2]1[c:3]2[c:4]([n:5][cH:6][cH:7]1)[n:8]([S:12](=[O:13])(=[O:14])[c:15]1[cH:16][cH:17][c:18]([CH3:21])[cH:19][cH:20]1)[cH:9][c:10]2[F:11].[F:22][c:23]1[c:24]([NH2:25])[cH:26][cH:27][c:28]([N+:30](=[O:31])[O-:32])[cH:29]1.[K+:71].[K+:72].[O:116]=[C:117]([CH:118]=[CH:119][c:120]1[cH:121][cH:122][cH:123][cH:124][cH:125]1)[CH:126]=[CH:127][c:128]1[cH:129][cH:130][cH:131][cH:132][cH:133]1.[O:80]=[C:81]([CH:82]=[CH:83][c:84]1[cH:85][cH:86][cH:87][cH:88][cH:89]1)[CH:90]=[CH:91][c:92]1[cH:93][cH:94][cH:95][cH:96][cH:97]1.[O:98]=[C:99]([CH:100]=[CH:101][c:102]1[cH:103][cH:104][cH:105][cH:106][cH:107]1)[CH:108]=[CH:109][c:110]1[cH:111][cH:112][cH:113][cH:114][cH:115]1.[Pd:78].[Pd:79]>>[c:2]1([NH:25][c:24]2[c:23]([F:22])[cH:29][c:28]([N+:30](=[O:31])[O-:32])[cH:27][cH:26]2)[c:3]2[c:4]([n:5][cH:6][cH:7]1)[n:8]([S:12](=[O:13])(=[O:14])[c:15]1[cH:16][cH:17][c:18]([CH3:21])[cH:19][cH:20]1)[cH:9][c:10]2[F:11]. Reactants: ClC1=C(C=C2NC(C(N(C2=C1)CC(=O)OC)=O)=O)N1C(=CC=C1C)C (7-Chloro-6-(2,5-dimethyl-1-pyrrolyl)-1-(methoxycarbonylmethyl)-2,3(1H,4H)-quinoxalinedione), [OH-].[Li+] (lithium hydroxide). Solvent: O1CCCC1 (tetrahydrofuran), O (water). Run at time 2 hour. Product: C(=O)(O)CN1C(C(NC2=CC(=C(C=C12)Cl)N1C(=CC=C1C)C)=O)=O (1-(Carboxymethyl)-7-chloro-6-(2,5-dimethyl-1-pyrrolyl)-2,3(1H,4H)-quinoxalinedione). Isolated yield 84.1%. As a reaction SMILES: [Cl:1][C:2]1[CH:11]=[C:10]2[C:5]([NH:6][C:7](=[O:18])[C:8](=[O:17])[N:9]2[CH2:12][C:13]([O:15]C)=[O:14])=[CH:4][C:3]=1[N:19]1[C:23]([CH3:24])=[CH:22][CH:21]=[C:20]1[CH3:25].[OH-].[Li+]>O1CCCC1.O>[C:13]([CH2:12][N:9]1[C:10]2[C:5](=[CH:4][C:3]([N:19]3[C:23]([CH3:24])=[CH:22][CH:21]=[C:20]3[CH3:25])=[C:2]([Cl:1])[CH:11]=2)[NH:6][C:7](=[O:18])[C:8]1=[O:17])([OH:15])=[O:14] |f:1.2|. Procedure details: 4.0 g (10.6 mmol) of 7-chloro-6-(2,5-dimethyl-1-pyrrolyl)-1-(methoxycarbonylmethyl)-2,3(1H,4H)-quinoxalinedione (Example 44) were dissolved in 100 ml of tetrahydrofuran, and a solution of 0.76 g (31.9 mmol) of lithium hydroxide in 15 ml of water was added. The mixture was stirred at room temperature for 2 h and then the organic solvent was removed under reduced pressure, and the aqueous phase was acidified with 1M hydrochloric acid. The precipitate was filtered off with suction to yield 3.1 g (8...